Dataset: the Open Reaction Database (ORD), a public repository of structured organic reaction records. Task: describe an organic reaction: reactants, conditions, products, and yield Starting materials: CC1=CC=CC(=N1)NC (6-methyl-2-methylaminopyridine), C([O-])([O-])=O.[K+].[K+] (potassium carbonate), C1=C(C=CC2=CC=CC=C12)OC(=S)Cl (2-naphthylchlorothioformate). The solvent is CC(=O)C (acetone), CC(=O)C (acetone). Run at time 8 hour. Yields the product CN(C(OC1=CC2=CC=CC=C2C=C1)=S)C1=NC(=CC=C1)C (O-2-naphthyl N-methyl-N-(6-methyl-2-pyridyl)thiocarbamate). Yield: 85.1%. Reaction SMILES: [CH3:1][C:2]1[N:7]=[C:6]([NH:8][CH3:9])[CH:5]=[CH:4][CH:3]=1.C(=O)([O-])[O-].[K+].[K+].[CH:16]1[C:25]2[C:20](=[CH:21][CH:22]=[CH:23][CH:24]=2)[CH:19]=[CH:18][C:17]=1[O:26][C:27](Cl)=[S:28]>CC(C)=O>[CH3:9][N:8]([C:6]1[CH:5]=[CH:4][CH:3]=[C:2]([CH3:1])[N:7]=1)[C:27](=[S:28])[O:26][C:17]1[CH:18]=[CH:19][C:20]2[C:25](=[CH:24][CH:23]=[CH:22][CH:21]=2)[CH:16]=1 |f:1.2.3|. Reported procedure: To a mixture of 1.22 g of 6-methyl-2-methylaminopyridine and 1.38 g of anhydrous potassium carbonate in 20 ml of acetone was added dropwise 2.23 g of 2-naphthylchlorothioformate in 20 ml of acetone under agitation at room temperature. The reaction mixture was stirred overnight at room temperature and inorganic salts were removed by filtration. After acetone was removed by distillation under a reduced pressure, the residue was purified by the column chromatography (silica gel, developed with ethy...